The task is: describe an organic reaction: reactants, conditions, products, and yield. This data is from the Open Reaction Database (ORD), a public repository of structured organic reaction records. Starting materials: C1CNCCN1, CC(=O)O, O=C(Cl)c1c(F)cccc1F. Yields the product O=C(c1c(F)cccc1F)N1CCNCC1. As a reaction SMILES: [CH2:1]1[CH2:2][NH:3][CH2:4][CH2:5][NH:6]1.[CH3:18][C:19](=[O:20])[OH:21].[F:7][c:8]1[c:9]([C:10](=[O:11])[Cl:12])[c:13]([F:17])[cH:14][cH:15][cH:16]1>>[CH2:1]1[CH2:2][N:3]([C:10]([c:9]2[c:8]([F:7])[cH:16][cH:15][cH:14][c:13]2[F:17])=[O:11])[CH2:4][CH2:5][NH:6]1.